The task is: describe an organic reaction: reactants, conditions, products, and yield. This data is from the Open Reaction Database (ORD), a public repository of structured organic reaction records. As a reaction SMILES: [Cl:1][C:2]1[CH:3]=[C:4]([CH:8]([OH:11])[CH2:9][NH2:10])[CH:5]=[CH:6][CH:7]=1.[CH2:12]([C:16]1[CH:21]=[CH:20][C:19]([C:22]2[CH:27]=[CH:26][C:25]([O:28][CH3:29])=[CH:24][CH:23]=2)=[CH:18][CH:17]=1)[C:13]([CH3:15])=O>>[Cl:1][C:2]1[CH:3]=[C:4]([CH:8]([OH:11])[CH2:9][NH:10][CH:13]([CH3:15])[CH2:12][C:16]2[CH:21]=[CH:20][C:19]([C:22]3[CH:27]=[CH:26][C:25]([O:28][CH3:29])=[CH:24][CH:23]=3)=[CH:18][CH:17]=2)[CH:5]=[CH:6][CH:7]=1. The yield is 20.1%. Yields the product ClC=1C=C(C=CC1)C(CNC(CC1=CC=C(C=C1)C1=CC=C(C=C1)OC)C)O (4'-[2-[N-(2-(3-Chloro-phenyl)-2-hydroxy-ethyl)amino]propyl]-4-methoxy-biphenyl). The reactants are ClC=1C=C(C=CC1)C(CN)O (2-(3-chloro-phenyl)-2-hydroxy-ethylamine), C(C(=O)C)C1=CC=C(C=C1)C1=CC=C(C=C1)OC (4'-acetonyl-4-methoxy-biphenyl). Procedure: Yield: 20.1% of theory, Prepared from 2-(3-chloro-phenyl)-2-hydroxy-ethylamine and 4'-acetonyl-4-methoxy-biphenyl. Reactants: CCOC(=O)c1nc(C)cnc1Nc1cncnc1, C1CCOC1, CCO, [Li+], [OH-]. Product: Cc1cnc(Nc2cncnc2)c(C(=O)O)n1. Reaction SMILES: [CH2:1]([CH3:2])[O:3][C:4](=[O:5])[c:6]1[n:7][c:8]([CH3:19])[cH:9][n:10][c:11]1[NH:12][c:13]1[cH:14][n:15][cH:16][n:17][cH:18]1.[CH2:22]1[O:23][CH2:24][CH2:25][CH2:26]1.[CH3:27][CH2:28][OH:29].[Li+:20].[OH-:21]>>[O:3]=[C:4]([OH:5])[c:6]1[n:7][c:8]([CH3:19])[cH:9][n:10][c:11]1[NH:12][c:13]1[cH:14][n:15][cH:16][n:17][cH:18]1. Reactants: O1CCC(CC2=C1C=CC=C2)N (2,3,4,5-tetrahydro-benzoxepin-4-amine), CC(C)C1=C(C(=CC=C1)C(C)C)N=C=O (2,6-bis(1-methylethyl)phenyl isocyanate). Solvent: C(C)(=O)OCC (ethyl acetate). Reaction conditions: time 20 hour. Product: CC(C)C1=C(C(=CC=C1)C(C)C)NC(=O)NC1CCOC2=C(C1)C=CC=C2 (N-[2,6-bis(1-methylethyl)-phenyl]-N'-(2,3,4,5-tetrahydrobenzoxepin-4-yl)urea). Isolated yield 51.7%. Reaction SMILES: [O:1]1[C:7]2[CH:8]=[CH:9][CH:10]=[CH:11][C:6]=2[CH2:5][CH:4]([NH2:12])[CH2:3][CH2:2]1.[CH3:13][CH:14]([C:16]1[CH:21]=[CH:20][CH:19]=[C:18]([CH:22]([CH3:24])[CH3:23])[C:17]=1[N:25]=[C:26]=[O:27])[CH3:15]>C(OCC)(=O)C>[CH3:15][CH:14]([C:16]1[CH:21]=[CH:20][CH:19]=[C:18]([CH:22]([CH3:23])[CH3:24])[C:17]=1[NH:25][C:26]([NH:12][CH:4]1[CH2:5][C:6]2[CH:11]=[CH:10][CH:9]=[CH:8][C:7]=2[O:1][CH2:2][CH2:3]1)=[O:27])[CH3:13]. Procedure details: To a solution of 2,3,4,5-tetrahydro-benzoxepin-4-amine (0.95 g, 5.8 mmol) in 50 ml of ethyl acetate was added 1.18 g (5.8 mmol) of 2,6-bis(1-methylethyl)phenyl isocyanate. The resulting mixture was stirred at room temperature for 20 hours. The precipitated solid was collected by filtration, washed with ethyl acetate, and dried to yield 1.1 g of N-[2,6-bis(1-methylethyl)-phenyl]-N'-(2,3,4,5-tetrahydrobenzoxepin-4-yl)urea, mp 184-186° C. Run in ClCCl (dichloromethane). The reactants are NC1=CC=C(C(=O)OC)C=C1 (methyl 4-aminobenzoate), C12(CC3CC(CC(C1)C3)C2)C=2C=C(C=O)C=CC2OC (3-(1-adamantyl)-4-methoxybenzaldehyde). The product is C12(CC3CC(CC(C1)C3)C2)C=2C=C(C=NC3=CC=C(C(=O)OC)C=C3)C=CC2OC (Methyl 4-[3-(1-adamantyl)-4-methoxybenzylideneamino]benzoate). Procedure: 3 g of basic alumina and 1.94 g (12.9 mmoles) of methyl 4-aminobenzoate are mixed in a mortar, then introduced into a round bottom flask. 3 g (11.1 mmoles) of 3-(1-adamantyl)-4-methoxybenzaldehyde in 50 ml of anhydrous dichloromethane are added with stirring. After heating at reflux for 24 hours, the reaction medium is extracted with dichloromethane and evaporated to dryness. The crude product is recrystallized in a mixture of ethyl acetate and acetone. After filtration, 3.4 g (75%) of the expec... RXN SMILES: [NH2:1][C:2]1[CH:11]=[CH:10][C:5]([C:6]([O:8][CH3:9])=[O:7])=[CH:4][CH:3]=1.[C:12]12([C:22]3[CH:23]=[C:24]([CH:27]=[CH:28][C:29]=3[O:30][CH3:31])[CH:25]=O)[CH2:21][CH:16]3[CH2:17][CH:18]([CH2:20][CH:14]([CH2:15]3)[CH2:13]1)[CH2:19]2>ClCCl>[C:12]12([C:22]3[CH:23]=[C:24]([CH:27]=[CH:28][C:29]=3[O:30][CH3:31])[CH:25]=[N:1][C:2]3[CH:3]=[CH:4][C:5]([C:6]([O:8][CH3:9])=[O:7])=[CH:10][CH:11]=3)[CH2:13][CH:14]3[CH2:15][CH:16]([CH2:17][CH:18]([CH2:20]3)[CH2:19]1)[CH2:21]2. The reactants are C1(=CC=CC=C1)C=1CCN(CC1)CCCBr (3-(4-phenyl-1,2,3,6-tetrahydro-1-pyridyl)-1-bromopropane), C(C(=O)O)(=O)O (oxalic acid), CN(C1=CC=CC=C1)C1NC(C2=CC=CC=C12)=O (3-(N-methyl-N-phenylamino)-1-isoindolinone), [H-].[Na+] (sodium hydride), suspension. Run in CN(C=O)C (dimethylformamide), C(C)C(=O)C (methyl ethyl ketone), C(C)C(=O)C (methyl ethyl ketone), C(Cl)Cl (methylene chloride), C(Cl)Cl (methylene chloride), CN(C=O)C (dimethylformamide), CN(C=O)C (dimethylformamide). Run at time 1 hour. The product is C(C(=O)O)(=O)O.CN(C1=CC=CC=C1)C1N(C(C2=CC=CC=C12)=O)CCCN1CCC(=CC1)C1=CC=CC=C1 (3-(N-methyl-N-phenylamino)-2-[3-(4-phenyl-1,2,3,6-tetrahydro-1-pyridyl)propyl]-1-isoindolinone oxalate). Isolated yield 83.8%. RXN SMILES: [CH3:1][N:2]([CH:9]1[C:17]2[C:12](=[CH:13][CH:14]=[CH:15][CH:16]=2)[C:11](=[O:18])[NH:10]1)[C:3]1[CH:8]=[CH:7][CH:6]=[CH:5][CH:4]=1.[H-].[Na+].[C:21]1([C:27]2[CH2:28][CH2:29][N:30]([CH2:33][CH2:34][CH2:35]Br)[CH2:31][CH:32]=2)[CH:26]=[CH:25][CH:24]=[CH:23][CH:22]=1.[C:37]([OH:42])(=[O:41])[C:38]([OH:40])=[O:39]>CN(C)C=O.C(Cl)Cl.C(C(C)=O)C>[C:37]([OH:42])(=[O:41])[C:38]([OH:40])=[O:39].[CH3:1][N:2]([CH:9]1[C:17]2[C:12](=[CH:13][CH:14]=[CH:15][CH:16]=2)[C:11](=[O:18])[N:10]1[CH2:35][CH2:34][CH2:33][N:30]1[CH2:29][CH:28]=[C:27]([C:21]2[CH:26]=[CH:25][CH:24]=[CH:23][CH:22]=2)[CH2:32][CH2:31]1)[C:3]1[CH:4]=[CH:5][CH:6]=[CH:7][CH:8]=1 |f:1.2,8.9|. Procedure details: A solution of 3-(N-methyl-N-phenylamino)-1-isoindolinone (10 g) in anhydrous dimethylformamide (200 cc) is added to a suspension of sodium hydride (as a 50% suspension in oil) (2.2 g) in anhydrous dimethylformamide (200 cc) at a temperature close to 20° C. in the course of 30 minutes and agitation is continued for 1 hour. Then, a solution of 3-(4-phenyl-1,2,3,6-tetrahydro-1-pyridyl)-1-bromopropane (13 g) in dimethylformamide (100 cc) is added in the course of 15 minutes, and agitation is continu...